From a dataset of the Open Reaction Database (ORD), a public repository of structured organic reaction records. describe an organic reaction: reactants, conditions, products, and yield Starting materials: C1CNCCN1, CCOC(C)=O, CCO, Clc1ncccn1, Fc1ccc(C(CCCN2CCNCC2)c2ccc(F)cc2)cc1, CN(C)C=O. The product is Cl, Fc1ccc(C(CCCN2CCN(c3ncccn3)CC2)c2ccc(F)cc2)cc1. As a reaction SMILES: [CH2:32]1[NH:33][CH2:34][CH2:35][NH:36][CH2:37]1.[CH3:38][CH2:39][O:40][C:41]([CH3:42])=[O:43].[CH3:49][CH2:50][OH:51].[Cl:25][c:26]1[n:27][cH:28][cH:29][cH:30][n:31]1.[F:1][c:2]1[cH:3][cH:4][c:5]([CH:8]([CH2:9][CH2:10][CH2:11][N:12]2[CH2:13][CH2:14][NH:15][CH2:16][CH2:17]2)[c:18]2[cH:19][cH:20][c:21]([F:24])[cH:22][cH:23]2)[cH:6][cH:7]1.[O:44]=[CH:45][N:46]([CH3:47])[CH3:48]>>[ClH:25].[F:1][c:2]1[cH:3][cH:4][c:5]([CH:8]([CH2:9][CH2:10][CH2:11][N:12]2[CH2:13][CH2:14][N:15]([c:26]3[n:27][cH:28][cH:29][cH:30][n:31]3)[CH2:16][CH2:17]2)[c:18]2[cH:19][cH:20][c:21]([F:24])[cH:22][cH:23]2)[cH:6][cH:7]1. Starting materials: C(C=C)(=O)O (acrylic acid), CC(=O)CC(C)(C)NC(=O)C=C (diacetone-acrylamide). The solvent is O (water). The product is C(C=C)(=O)N.CC(=O)C.CC(=O)C.C(C=C)(=O)O (diacetone acrylamide acrylic acid). Reaction SMILES: [C:1]([OH:5])(=[O:4])[CH:2]=[CH2:3].[CH3:6][C:7]([CH2:9]C([NH:13][C:14]([CH:16]=[CH2:17])=[O:15])(C)C)=[O:8]>O>[C:14]([NH2:13])(=[O:15])[CH:16]=[CH2:17].[CH3:6][C:7]([CH3:9])=[O:8].[CH3:6][C:7]([CH3:9])=[O:8].[C:1]([OH:5])(=[O:4])[CH:2]=[CH2:3] |f:3.4.5.6|. Procedure details: By analysis it was found that the copolymer comprised 1.1% of water, 2.85 m.eq. of COOH/g of product, and 6.43-6.52% of nitrogen, from which it could be derived that the copolymer comprised 38.1 mole % of acrylic acid and 61.9 mole % of diacetone-acrylamide. The reactants are CS(=O)(=O)C1=NC(=CC(=N1)OC)OC (2-methylsulfonyl-4,6-dimethoxypyrimidine), [NH4+].[Cl-] (NH4Cl), ClC=1C=CC=C2COC(=O)C12 (7-chlorophthalide), [Li+].CC(C)[N-]C(C)C (LDA). Solvent: C1CCOC1 (THF), C1CCOC1 (THF), O (water). Conditions: temperature -70 celsius, time 15 minute. Product: ClC=1C=CC=C2C(OC(=O)C12)C1=NC(=CC(=N1)OC)OC (7- chloro-3-(4,6- dimethoxy-2-pyrimidinyl)phthalide). RXN SMILES: [Cl:1][C:2]1[CH:3]=[CH:4][CH:5]=[C:6]2[C:11]=1[C:9](=[O:10])[O:8][CH2:7]2.[Li+].CC([N-]C(C)C)C.CS([C:24]1[N:29]=[C:28]([O:30][CH3:31])[CH:27]=[C:26]([O:32][CH3:33])[N:25]=1)(=O)=O.[NH4+].[Cl-]>C1COCC1.O>[Cl:1][C:2]1[CH:3]=[CH:4][CH:5]=[C:6]2[C:11]=1[C:9](=[O:10])[O:8][CH:7]2[C:24]1[N:29]=[C:28]([O:30][CH3:31])[CH:27]=[C:26]([O:32][CH3:33])[N:25]=1 |f:1.2,4.5|. Procedure: 1.68 g (0.0 mol) of 7-chlorophthalide is added to 100 ml of dry THF and the mixture cooled to -70° C. 6.8 ml (0.01 mol) of 1.5M LDA is then added over 3 minutes and the reaction mixture stirred at -70° C. for 15 minutes. 2.18 g (0.01 mol) of 2-methylsulfonyl-4,6-dimethoxypyrimidine in 50 ml of THF is then added and the mixture stirred for 4 hrs with temperature being maintained at -75° to -70° C. The reaction mixture is neutralized with 1.5 g of NH4Cl in 5 ml of water, warmed and concentrated on... Reactants: N#Cc1ccccc1-c1ccc(CN=[N+]=[N-])cc1, NN, O, O, S=C=S. Yields the product N#Cc1ccccc1-c1ccc(CNC(=S)NN)cc1. Reaction SMILES: [N:1](=[N+:2]=[N-:3])[CH2:4][c:5]1[cH:6][cH:7][c:8](-[c:11]2[c:12]([C:17]#[N:18])[cH:13][cH:14][cH:15][cH:16]2)[cH:9][cH:10]1.[NH2:23][NH2:24].[OH2:22].[OH2:25].[S:19]=[C:20]=[S:21]>>[NH:1]([CH2:4][c:5]1[cH:6][cH:7][c:8](-[c:11]2[c:12]([C:17]#[N:18])[cH:13][cH:14][cH:15][cH:16]2)[cH:9][cH:10]1)[C:20](=[S:21])[NH:23][NH2:24]. The reactants are BrC1=C(C=CC(=C1)F)C1N=C(NC(=C1C(=O)OCC)CN1C(COCC1)C(NCC(=O)OCC)=O)C=1SC=CN1 (ethyl 4-(2-bromo-4-fluorophenyl)-6-((3-((2-ethoxy-2-oxoethyl)carbamoyl)morpholino)methyl)-2-(thiazol-2-yl)-1,4-dihydropyrimidine-5-carboxylate), [OH-].[Na+] (sodium hydroxide). Solvent: C(C)O (ethanol), O (water). Conditions: temperature 25 celsius, time 20 minute. Product: BrC1=C(C=CC(=C1)F)C1C(=C(NC(=N1)C=1SC=CN1)CN1C(COCC1)C(=O)NCC(=O)O)C(=O)OCC (2-(4-((6-(2-bromo-4-fluorophenyl)-5-(ethoxycarbonyl)-2-(thiazol-2-yl)-3,6-dihydropyrimidin-4-yl)methyl)morpholine-3-carboxamido)acetic acid). Isolated yield 74.0%. Reaction SMILES: [Br:1][C:2]1[CH:7]=[C:6]([F:8])[CH:5]=[CH:4][C:3]=1[CH:9]1[C:14]([C:15]([O:17][CH2:18][CH3:19])=[O:16])=[C:13]([CH2:20][N:21]2[CH2:26][CH2:25][O:24][CH2:23][CH:22]2[C:27](=[O:35])[NH:28][CH2:29][C:30]([O:32]CC)=[O:31])[NH:12][C:11]([C:36]2[S:37][CH:38]=[CH:39][N:40]=2)=[N:10]1.[OH-].[Na+]>C(O)C.O>[Br:1][C:2]1[CH:7]=[C:6]([F:8])[CH:5]=[CH:4][C:3]=1[CH:9]1[N:10]=[C:11]([C:36]2[S:37][CH:38]=[CH:39][N:40]=2)[NH:12][C:13]([CH2:20][N:21]2[CH2:26][CH2:25][O:24][CH2:23][CH:22]2[C:27]([NH:28][CH2:29][C:30]([OH:32])=[O:31])=[O:35])=[C:14]1[C:15]([O:17][CH2:18][CH3:19])=[O:16] |f:1.2|. Reported procedure: A mixture of ethyl 4-(2-bromo-4-fluorophenyl)-6-((3-((2-ethoxy-2-oxoethyl)carbamoyl)morpholino)methyl)-2-(thiazol-2-yl)-1,4-dihydropyrimidine-5-carboxylate (0.2 g, 0.31 mmol) and sodium hydroxide (0.13 g, 3.1 mmol) in ethanol (6 mL) and water (1 mL) was stirred at 25° C. for 20 minutes. The reaction solution was adjusted to pH 6-7 with con. HCl, and concentrated in vacuo. The residue was purified by a silica gel column chromatography (DCM/MeOH (V/V)=25/1) to give the title compound as a yellow s... The reactants are COC(C1=C(C=C(C=C1)OCCCBr)O)=O (4-(3-bromo-propoxy)-2-hydroxy-benzoic acid methyl ester), FC(C=1C=C(C=NO)C=C(C1)C(F)(F)F)(F)F (3,5-bis-trifluoromethyl-benzaldehyde oxime). Product: FC(C=1C=C(C=C(C1)C(F)(F)F)\C=N\OCCCOC1=CC(=C(C(=O)O)C=C1)O)(F)F (4-{3-[({(E)-[3,5-Bis(trifluoromethyl)phenyl]methylidene}amino)oxy]propoxy}-2-hydroxybenzoic Acid). The yield is 12.0%. As a reaction SMILES: C[O:2][C:3](=[O:16])[C:4]1[CH:9]=[CH:8][C:7]([O:10][CH2:11][CH2:12][CH2:13]Br)=[CH:6][C:5]=1[OH:15].[F:17][C:18]([F:33])([F:32])[C:19]1[CH:20]=[C:21]([CH:25]=[C:26]([C:28]([F:31])([F:30])[F:29])[CH:27]=1)[CH:22]=[N:23][OH:24]>>[F:17][C:18]([F:32])([F:33])[C:19]1[CH:20]=[C:21](/[CH:22]=[N:23]/[O:24][CH2:13][CH2:12][CH2:11][O:10][C:7]2[CH:8]=[CH:9][C:4]([C:3]([OH:2])=[O:16])=[C:5]([OH:15])[CH:6]=2)[CH:25]=[C:26]([C:28]([F:30])([F:31])[F:29])[CH:27]=1. Procedure details: The title compound (0.115 g, 12%) was prepared as a white solid from 4-(3-bromo-propoxy)-2-hydroxy-benzoic acid methyl ester and 3,5-bis-trifluoromethyl-benzaldehyde oxime using a procedure similar to step 1 of example 12. mp=181.9-183.4° C.; mass spectrum −ESI, (M−H) m/z 450. 1H NMR (400 MHz, DMSO-d6); 613.60 (bs, 1H), 11.50 (bs, 1H), 8.48 (s, 1H), 8.23 (s, 2H), 8.13 (s, 1H), 7.66 (d, 1H), 6.47 (m, 2H), 4.33 (t, 2H), 4.12 (t, 2H), 2.12 (m, 2H). Elemental analysis: Calcd. for C19H15F6NO5: C, 50.... Run at time 18 hour. Procedure details: To a suspension of 3-[3-hydroxy-4-(1,1,4-trioxo-1,2,5-thiadiazolidin-2-yl)-benzyl]-piperidine-1-carboxylic acid tert-butyl ester (24 mg, 0.052 mmol) in ether (1.5 mL) is added 2 mL of HCl in dioxane (4 M) and the mixture is stirred at RT for 18 h. The solvent is removed under reduced pressure to give the hydrochloride salt of the title compound: (M−1)−=324. The product is hydrochloride salt, OC1=C(C=CC(=C1)CC1CNCCC1)N1CC(NS1(=O)=O)=O (5-(2-Hydroxy-4-piperidin-3-ylmethylphenyl)-1,1-dioxo-1,2,5-thiadiazolidin-3-one). Starting materials: Cl (HCl), C(C)(C)(C)OC(=O)N1CC(CCC1)CC1=CC(=C(C=C1)N1S(NC(C1)=O)(=O)=O)O (3-[3-hydroxy-4-(1,1,4-trioxo-1,2,5-thiadiazolidin-2-yl)-benzyl]-piperidine-1-carboxylic acid tert-butyl ester). RXN SMILES: C(OC([N:8]1[CH2:13][CH2:12][CH2:11][CH:10]([CH2:14][C:15]2[CH:20]=[CH:19][C:18]([N:21]3[CH2:25][C:24](=[O:26])[NH:23][S:22]3(=[O:28])=[O:27])=[C:17]([OH:29])[CH:16]=2)[CH2:9]1)=O)(C)(C)C.Cl>CCOCC.O1CCOCC1>[OH:29][C:17]1[CH:16]=[C:15]([CH2:14][CH:10]2[CH2:11][CH2:12][CH2:13][NH:8][CH2:9]2)[CH:20]=[CH:19][C:18]=1[N:21]1[S:22](=[O:28])(=[O:27])[NH:23][C:24](=[O:26])[CH2:25]1. Solvent: O1CCOCC1 (dioxane), CCOCC (ether). Starting materials: Cc1cc(Cl)cnc1CNC1CCN(C(=O)OC(C)(C)C)CC1, ClCCl, CC(C)(c1ccc(F)cc1)c1cccnc1C=O. The product is Cc1cc(Cl)cnc1CN(Cc1ncccc1C(C)(C)c1ccc(F)cc1)C1CCN(C(=O)OC(C)(C)C)CC1. Reaction SMILES: [C:19]([CH3:20])([CH3:21])([CH3:22])[O:23][C:24](=[O:25])[N:26]1[CH2:27][CH2:28][CH:29]([NH:32][CH2:33][c:34]2[n:35][cH:36][c:37]([Cl:41])[cH:38][c:39]2[CH3:40])[CH2:30][CH2:31]1.[Cl:42][CH2:43][Cl:44].[F:1][c:2]1[cH:3][cH:4][c:5]([C:8]([CH3:9])([CH3:10])[c:11]2[c:12]([CH:17]=[O:18])[n:13][cH:14][cH:15][cH:16]2)[cH:6][cH:7]1>>[F:1][c:2]1[cH:3][cH:4][c:5]([C:8]([CH3:9])([CH3:10])[c:11]2[c:12]([CH2:17][N:32]([CH:29]3[CH2:28][CH2:27][N:26]([C:24]([O:23][C:19]([CH3:20])([CH3:21])[CH3:22])=[O:25])[CH2:31][CH2:30]3)[CH2:33][c:34]3[n:35][cH:36][c:37]([Cl:41])[cH:38][c:39]3[CH3:40])[n:13][cH:14][cH:15][cH:16]2)[cH:6][cH:7]1. Starting materials: C(C)(C)(C)OC(=O)NC(=NC(=O)OC(C)(C)C)N[C@H]1[C@H](CCCC1)NC1=NC(=NC2=CC=C(C=C12)OC)C=CC1=CC=C(C=C1)Cl (cis-N-[N,N′-bis(tert-butoxycarbonyl)]amidino-2-[2-(4-chlorostyryl)-6-methoxyquinazolin-4-yl]aminocyclohexylamine), solution, Cl (hydrogen chloride). The solvent is CO (methanol), C(Cl)(Cl)Cl (chloroform), C(C)(=O)OCC (ethyl acetate). Yields the product Cl.Cl.C(N)(=N)N[C@H]1[C@H](CCCC1)NC1=NC(=NC2=CC=C(C=C12)OC)C=CC1=CC=C(C=C1)Cl (cis-N-Amidino-2-[2-(4-chlorostyryl)-6-methoxyquinazolin-4-yl]aminocyclohexylamine Dihydrochloride). As a reaction SMILES: C(OC([NH:8][C:9]([NH:18][C@@H:19]1[CH2:24][CH2:23][CH2:22][CH2:21][C@@H:20]1[NH:25][C:26]1[C:35]2[C:30](=[CH:31][CH:32]=[C:33]([O:36][CH3:37])[CH:34]=2)[N:29]=[C:28]([CH:38]=[CH:39][C:40]2[CH:45]=[CH:44][C:43]([Cl:46])=[CH:42][CH:41]=2)[N:27]=1)=[N:10]C(OC(C)(C)C)=O)=O)(C)(C)C.[ClH:47]>CO.C(Cl)(Cl)Cl.C(OCC)(=O)C>[ClH:46].[ClH:47].[C:9]([NH:18][C@@H:19]1[CH2:24][CH2:23][CH2:22][CH2:21][C@@H:20]1[NH:25][C:26]1[C:35]2[C:30](=[CH:31][CH:32]=[C:33]([O:36][CH3:37])[CH:34]=2)[N:29]=[C:28]([CH:38]=[CH:39][C:40]2[CH:45]=[CH:44][C:43]([Cl:46])=[CH:42][CH:41]=2)[N:27]=1)(=[NH:8])[NH2:10] |f:5.6.7|. Procedure details: A solution of 570 mg of cis-N-[N,N′-bis(tert-butoxycarbonyl)]amidino-2-[2-(4-chlorostyryl)-6-methoxyquinazolin-4-yl]aminocyclohexylamine in 8 mL of methanol and 8 mL of chloroform was combined with 5 mL of a 4N solution of hydrogen chloride in ethyl acetate, and reacted at 50° C. for 48 hours. After concentrating, crystallization are performed with ethyl acetate to obtain 310 mg of the desirable compound as pale yellow crystals. Starting materials: CCN(C(C)C)C(C)C, COc1cc(CCc2cc(NC(=O)c3ccc(F)cc3)[nH]n2)cc(OC)c1, CS(C)=O, CC(CO)N1CCNCC1. As a reaction SMILES: [CH2:11]([N:12]([CH:13]([CH3:14])[CH3:15])[CH:16]([CH3:17])[CH3:18])[CH3:19].[CH3:20][O:21][c:22]1[cH:23][c:24]([CH2:30][CH2:31][c:32]2[cH:33][c:34]([NH:37][C:38]([c:39]3[cH:40][cH:41][c:42]([F:45])[cH:43][cH:44]3)=[O:46])[nH:35][n:36]2)[cH:25][c:26]([O:28][CH3:29])[cH:27]1.[CH3:47][S:48]([CH3:49])=[O:50].[N:1]1([CH:7]([CH2:8][OH:9])[CH3:10])[CH2:2][CH2:3][NH:4][CH2:5][CH2:6]1>>[N:1]1([CH:7]([CH2:8][OH:9])[CH3:10])[CH2:2][CH2:3][N:4]([c:42]2[cH:41][cH:40][c:39]([C:38]([NH:37][c:34]3[cH:33][c:32]([CH2:31][CH2:30][c:24]4[cH:23][c:22]([O:21][CH3:20])[cH:27][c:26]([O:28][CH3:29])[cH:25]4)[n:36][nH:35]3)=[O:46])[cH:44][cH:43]2)[CH2:5][CH2:6]1. Product: COc1cc(CCc2cc(NC(=O)c3ccc(N4CCN(C(C)CO)CC4)cc3)[nH]n2)cc(OC)c1.